This data is from the Open Reaction Database (ORD), a public repository of structured organic reaction records. The task is: describe an organic reaction: reactants, conditions, products, and yield Starting materials: Cl.NCP(OC1=CC=CC=C1)(OC1=CC=CC=C1)=O (diphenyl aminomethylphosphonate hydrochloride), P(=O)(O)([O-])[O-].[K+].[K+] (dipotassium hydrogen phosphate). Run in O (water), O (water). Yields the product NCP(OC1=CC=CC=C1)(OC1=CC=CC=C1)=O (diphenyl aminomethylphosphonate). Reaction SMILES: Cl.[NH2:2][CH2:3][P:4](=[O:19])([O:12][C:13]1[CH:18]=[CH:17][CH:16]=[CH:15][CH:14]=1)[O:5][C:6]1[CH:11]=[CH:10][CH:9]=[CH:8][CH:7]=1.P([O-])([O-])(O)=O.[K+].[K+]>O>[NH2:2][CH2:3][P:4](=[O:19])([O:5][C:6]1[CH:7]=[CH:8][CH:9]=[CH:10][CH:11]=1)[O:12][C:13]1[CH:18]=[CH:17][CH:16]=[CH:15][CH:14]=1 |f:0.1,2.3.4|. Reported procedure: To a solution of diphenyl aminomethylphosphonate hydrochloride (134.8 g) in water (500 ml) is added dipotassium hydrogen phosphate (235.5 g) and water (1000 ml). The mixture is stirred until clear, then extracted with four portions of methylene chloride. The organic phase is dried over magnesium sulfate, filtered, and evaporated in vacuo to afford diphenyl aminomethylphosphonate. Reported procedure: 62.4 g (0.2 mol) of 3-chloro-4-(7-isopropyl-1,4-dimethyl-3-azulenyl)cyclobut-3-ene-1,2-dione were refluxed in 200 ml of dioxane, 40 ml of water and 2 ml of concentrated hydrochloric acid for 8 hours. The solvent was removed under reduced pressure, and the remaining oily residue was crystallized by adding dichloromethane. 36.5 g (62%) of 3-hydroxy-4-(7-isopropyl-1,4-dimethyl-3-azulenyl)cyclobut-3-ene-1,2-dione were obtained as dark brown crystals of melting point 120°-123° C. The substance was us... Solvent: O1CCOCC1 (dioxane). The product is OC=1C(C(C1C=1C=C(C2=CC(=CC=C(C12)C)C(C)C)C)=O)=O (3-hydroxy-4-(7-isopropyl-1,4-dimethyl-3-azulenyl)cyclobut-3-ene-1,2-dione). Isolated yield 62.0%. Reaction SMILES: Cl[C:2]1[C:3](=[O:22])[C:4](=[O:21])[C:5]=1[C:6]1[CH:7]=[C:8]([CH3:20])[C:9]2[C:15]=1[C:14]([CH3:16])=[CH:13][CH:12]=[C:11]([CH:17]([CH3:19])[CH3:18])[CH:10]=2.[OH2:23].Cl>O1CCOCC1>[OH:23][C:2]1[C:3](=[O:22])[C:4](=[O:21])[C:5]=1[C:6]1[CH:7]=[C:8]([CH3:20])[C:9]2[C:15]=1[C:14]([CH3:16])=[CH:13][CH:12]=[C:11]([CH:17]([CH3:19])[CH3:18])[CH:10]=2. The reactants are O (water), Cl (hydrochloric acid), ClC=1C(C(C1C=1C=C(C2=CC(=CC=C(C12)C)C(C)C)C)=O)=O (3-chloro-4-(7-isopropyl-1,4-dimethyl-3-azulenyl)cyclobut-3-ene-1,2-dione).